describe an organic reaction: reactants, conditions, products, and yield From a dataset of the Open Reaction Database (ORD), a public repository of structured organic reaction records. The reactants are C(C)(C)(C)OC(=O)N1CCC(=CC1)C1=CNC2=CC=C(C=C12)C(=O)OC (Methyl 3-[1-(tert-butoxycarbonyl)-1,2,3,6-tetrahydropyridin-4-yl]-1H-indole-5-carboxylate), C(=O)[O-].[NH4+] (ammonium formate). The reagents and catalysts are [Pd] (palladium). The solvent is C(C)O (ethanol). The product is C(C)(C)(C)OC(=O)N1CCC(CC1)C1=CNC2=CC=C(C=C12)C(=O)OC (methyl 3-[1-(tert-butoxycarbonyl)piperidin-4-yl]-1H-indole-5-carboxylate). Yield: 91.3%. Reaction SMILES: [C:1]([O:5][C:6]([N:8]1[CH2:13][CH:12]=[C:11]([C:14]2[C:22]3[C:17](=[CH:18][CH:19]=[C:20]([C:23]([O:25][CH3:26])=[O:24])[CH:21]=3)[NH:16][CH:15]=2)[CH2:10][CH2:9]1)=[O:7])([CH3:4])([CH3:3])[CH3:2].C([O-])=O.[NH4+]>C(O)C.[Pd]>[C:1]([O:5][C:6]([N:8]1[CH2:13][CH2:12][CH:11]([C:14]2[C:22]3[C:17](=[CH:18][CH:19]=[C:20]([C:23]([O:25][CH3:26])=[O:24])[CH:21]=3)[NH:16][CH:15]=2)[CH2:10][CH2:9]1)=[O:7])([CH3:4])([CH3:3])[CH3:2] |f:1.2|. Procedure details: Methyl 3-[1-(tert-butoxycarbonyl)-1,2,3,6-tetrahydropyridin-4-yl]-1H-indole-5-carboxylate (5.0 g, 14.03 mmol), ammonium formate (4.42 g, 70.14 mmol) and palladium (5% on activated carbon, 200 mg) in ethanol (80 mL) were stirred and refluxed for 1 hour. The resulting mixture was cooled to ambient temperature and filtered through diatomaceous earth. The filtrate was concentrated by evaporation then treated with dilute aqueous ammonium chloride (100 mL) and extracted with ethyl acetate. The extract... The reactants are N(=C=S)C1=C(C=CC=C1)OC (1-Isothiocyanato-2-methoxy-benzene), COC(C1=C(C=C(C=C1)C)N)=O (2-amino-4-methyl-benzoic acid methyl ester), C(C)(=O)O (acetic acid). The solvent is C(C)O (ethanol), C(C)O (ethanol). Product: SC1=NC2=CC(=CC=C2C(N1C1=C(C=CC=C1)OC)=O)C (2-mercapto-3-(2-methoxy-phenyl)-7-methyl-3H-quinazolin-4-one). Isolated yield 61.5%. RXN SMILES: [N:1]([C:4]1[CH:9]=[CH:8][CH:7]=[CH:6][C:5]=1[O:10][CH3:11])=[C:2]=[S:3].C[O:13][C:14](=O)[C:15]1[CH:20]=[CH:19][C:18]([CH3:21])=[CH:17][C:16]=1[NH2:22].C(O)(=O)C>C(O)C>[SH:3][C:2]1[N:1]([C:4]2[CH:9]=[CH:8][CH:7]=[CH:6][C:5]=2[O:10][CH3:11])[C:14](=[O:13])[C:15]2[C:16](=[CH:17][C:18]([CH3:21])=[CH:19][CH:20]=2)[N:22]=1. Procedure details: 1-Isothiocyanato-2-methoxy-benzene (0.76 mL, 5.45 mmol) was added to a solution of 2-amino-4-methyl-benzoic acid methyl ester (900 mg, 5.45 mmol) and acetic acid (1.5 mL) in ethanol (10 mL), and heated at reflux for 16 hr. The reaction mixture was cooled to room temperature and diluted with ethanol. The precipitated solid was filtered, washed with ethanol and dried to afford 2-mercapto-3-(2-methoxy-phenyl)-7-methyl-3H-quinazolin-4-one (1.0 g, 62%) as white solid. The reactants are C1OC23[C@]4(C)[C@@H](CC2(OCCO3)OC1)[C@@H]1CC(C3CCCC[C@]3(C)[C@H]1CC4)=C (17,17-bis(ethylendioxy)-6-methyleneandrostane), C(#N)[C@H]1C[C@H]2[C@@H]3CCC([C@@]3(C)CC[C@@H]2[C@]2(CCC(CC12)=O)C)=O (6α-cyanoandrostane-3,17-dione). Product: C=C1C[C@H]2[C@@H]3CCC([C@@]3(C)CC[C@@H]2[C@]2(CCC(CC12)=O)C)=O (6-Methyleneandrostane-3,17-dione). The yield is 87.0%. Reaction SMILES: C1COC23OCCOC2([C@]2(CC[C@H]4[C@@H](CC(=C)C5[C@]4(C)CCCC5)[C@@H]2C3)C)O1.[C:29]([C@@H:31]1[CH:48]2[C@:43]([CH3:50])([CH2:44][CH2:45][C:46](=[O:49])[CH2:47]2)[C@@H:42]2[C@H:33]([C@H:34]3[C@@:38]([CH2:40][CH2:41]2)([CH3:39])[C:37](=[O:51])[CH2:36][CH2:35]3)[CH2:32]1)#N>>[CH2:29]=[C:31]1[CH:48]2[C@:43]([CH3:50])([CH2:44][CH2:45][C:46](=[O:49])[CH2:47]2)[C@@H:42]2[C@H:33]([C@H:34]3[C@@:38]([CH2:40][CH2:41]2)([CH3:39])[C:37](=[O:51])[CH2:36][CH2:35]3)[CH2:32]1. Reported procedure: The title compound II-ah was prepared in 87% yield from 3,3:17,17-bis(ethylendioxy)-6-methyleneandrostane by the procedure described above for the preparation of 6α-cyanoandrostane-3,17-dione (II-ac, Prepn. 3). The combined organic extracts were washed with H2O, dried over Na2SO4 and evaporated to dryness. 1H-NMR (300 MHz, acetone-d6, ppm from TMS): δ 4.85 (m, 1H), 4.50 (m, 1H), 2.63-1.02 (m, 20H), 0.92 (s, 3H), 0.86 (s, 3H). Starting materials: CCO, Cl, [Na+], C1CCOC1, [OH-], CCOC(=O)c1cn(Cc2ccc(OCc3csc(-c4ccccc4)n3)cc2)nc1-c1cccs1. Product: O=C(O)c1cn(Cc2ccc(OCc3csc(-c4ccccc4)n3)cc2)nc1-c1cccs1. As a reaction SMILES: [CH3:44][CH2:45][OH:46].[ClH:43].[Na+:37].[O:38]1[CH2:39][CH2:40][CH2:41][CH2:42]1.[OH-:36].[c:1]1(-[c:7]2[s:8][cH:9][c:10]([CH2:12][O:13][c:14]3[cH:15][cH:16][c:17]([CH2:18][n:19]4[n:20][c:21](-[c:29]5[s:30][cH:31][cH:32][cH:33]5)[c:22]([C:24](=[O:25])[O:26][CH2:27][CH3:28])[cH:23]4)[cH:34][cH:35]3)[n:11]2)[cH:2][cH:3][cH:4][cH:5][cH:6]1>>[c:1]1(-[c:7]2[s:8][cH:9][c:10]([CH2:12][O:13][c:14]3[cH:15][cH:16][c:17]([CH2:18][n:19]4[n:20][c:21](-[c:29]5[s:30][cH:31][cH:32][cH:33]5)[c:22]([C:24](=[O:25])[OH:26])[cH:23]4)[cH:34][cH:35]3)[n:11]2)[cH:2][cH:3][cH:4][cH:5][cH:6]1. The reactants are CI, COc1ccc2c(c1)OCC(C)C2=O, [K], C1CCOC1, O. Product: COc1ccc2c(c1)OCC(C)(C)C2=O. Reaction SMILES: [CH3:1][I:2].[CH3:8][CH:9]1[CH2:10][O:11][c:12]2[cH:13][c:14]([O:20][CH3:21])[cH:15][cH:16][c:17]2[C:18]1=[O:19].[K:22].[O:3]1[CH2:4][CH2:7][CH2:6][CH2:5]1.[OH2:23]>>[CH3:4][C:9]1([CH3:8])[CH2:10][O:11][c:12]2[cH:13][c:14]([O:20][CH3:21])[cH:15][cH:16][c:17]2[C:18]1=[O:19]. Starting materials: C(C)(=O)C(CCCCCCC(=O)OCC1=CC=CC=C1)CCCC(COCC1=CC=CC=C1)O (benzyl 8-acetyl-12-hydroxy-13-benzyloxytridecanoate), C(C)(=O)C(CCCCCCC(=O)O)CCCC(COC1=CC=C(C=C1)F)O (8-Acetyl-12-hydroxy-13-(4-fluorophenoxy)tridecanoic Acid). The product is C(C)(=O)C(CCCCCCC(=O)O)CCCC(COCC1=CC=CC=C1)O (8-Acetyl-12-hydroxy-13-benzyloxytridecanoic Acid). Reaction SMILES: [C:1]([CH:4]([CH2:21][CH2:22][CH2:23][CH:24]([OH:34])[CH2:25][O:26][CH2:27][C:28]1[CH:33]=[CH:32][CH:31]=[CH:30][CH:29]=1)[CH2:5][CH2:6][CH2:7][CH2:8][CH2:9][CH2:10][C:11]([O:13]CC1C=CC=CC=1)=[O:12])(=[O:3])[CH3:2].C(C(CCCC(O)COC1C=CC(F)=CC=1)CCCCCCC(O)=O)(=O)C>>[C:1]([CH:4]([CH2:21][CH2:22][CH2:23][CH:24]([OH:34])[CH2:25][O:26][CH2:27][C:28]1[CH:33]=[CH:32][CH:31]=[CH:30][CH:29]=1)[CH2:5][CH2:6][CH2:7][CH2:8][CH2:9][CH2:10][C:11]([OH:13])=[O:12])(=[O:3])[CH3:2]. Procedure: The synthesis of this compound is carried out by the hydrolytic procedure of Example 1, Step F, except that an equivalent quantity of benzyl 8-acetyl-12-hydroxy-13-benzyloxytridecanoate is substituted for the ethyl 8-acetyl-12-hydroxy-13-(4-fluorophenoxy)tridecanoate of Example 1, Step F. The title compound is purified by chromatography on silica gel with 3% methanol in chloroform as eluant.